Dataset: the Open Reaction Database (ORD), a public repository of structured organic reaction records. Task: describe an organic reaction: reactants, conditions, products, and yield Reactants: NC1=CC=C(C#N)C=C1 (4-amino-benzonitrile), [N+](=O)([O-])C=1C=C(C=O)C=CC1 (3-nitro-benzaldehyde). Run in C(C)O (ethanol). Product: [N+](=O)([O-])C=1C=C(C=NC2=CC=C(C#N)C=C2)C=CC1 (4-[(3-nitro-benzylidene)-amino]-benzonitrile). Yield: 83.6%. As a reaction SMILES: [NH2:1][C:2]1[CH:9]=[CH:8][C:5]([C:6]#[N:7])=[CH:4][CH:3]=1.[N+:10]([C:13]1[CH:14]=[C:15]([CH:18]=[CH:19][CH:20]=1)[CH:16]=O)([O-:12])=[O:11]>C(O)C>[N+:10]([C:13]1[CH:14]=[C:15]([CH:18]=[CH:19][CH:20]=1)[CH:16]=[N:1][C:2]1[CH:9]=[CH:8][C:5]([C:6]#[N:7])=[CH:4][CH:3]=1)([O-:12])=[O:11]. Procedure details: A mixture of 4-amino-benzonitrile (11.8 g, 100 mmol) and 3-nitro-benzaldehyde (16.6 g, 110 mmol) in ethanol (100 mL) was prepared. The reaction mixture was heated to reflux for 3 h. Then the reaction mixture cooled to room temperature. The solvent was removed in vacuo and the residue was washed with ether to afford 4-[(3-nitro-benzylidene)-amino]-benzonitrile (21 g, 83%) as a white solid: LC/MS m/e calcd for C14H9N3O2 (M+H)+: 252.25, observed: 252.1. Reactants: ClC1=NC=CC2=C1SC(=N2)C2=C(C=C(C=C2Cl)I)Cl (4-chloro-2-(2,6-dichloro-4-iodophenyl)thiazolo[5,4-c]pyridine), C1(CC1)B(O)O (cyclopropyl boronic acid), P(C1CCCCC1)(C1CCCCC1)C1CCCCC1 (P(Cy)3), [O-]P(=O)([O-])[O-].[K+].[K+].[K+] (potassium phosphate tribasic), ClC1=NC=CC2=C1SC(=N2)C2=C(C=C(C=C2Cl)I)Cl (4-chloro-2-(2,6-dichloro-4-iodophenyl)-thiazolo[5,4-c]pyridine). Reagents/catalysts: CC(=O)[O-].CC(=O)[O-].[Pd+2] (Pd(OAc)2). Run in C1(=CC=CC=C1)C (toluene), O (water). Reaction conditions: temperature 100 celsius. Product: ClC1=NC=CC2=C1SC(=N2)C2=C(C=C(C=C2Cl)C2CC2)Cl (4-Chloro-2-(2,6-dichloro-4-cyclopropylphenyl)thiazolo[5,4-c]pyridine). Isolated yield 92.5%. As a reaction SMILES: [Cl:1][C:2]1[C:7]2[S:8][C:9]([C:11]3[C:16]([Cl:17])=[CH:15][C:14](I)=[CH:13][C:12]=3[Cl:19])=[N:10][C:6]=2[CH:5]=[CH:4][N:3]=1.[CH:20]1(B(O)O)[CH2:22][CH2:21]1.P(C1CCCCC1)(C1CCCCC1)C1CCCCC1.[O-]P([O-])([O-])=O.[K+].[K+].[K+]>C1(C)C=CC=CC=1.O.CC([O-])=O.CC([O-])=O.[Pd+2]>[Cl:1][C:2]1[C:7]2[S:8][C:9]([C:11]3[C:16]([Cl:17])=[CH:15][C:14]([CH:20]4[CH2:22][CH2:21]4)=[CH:13][C:12]=3[Cl:19])=[N:10][C:6]=2[CH:5]=[CH:4][N:3]=1 |f:3.4.5.6,9.10.11|. Reported procedure: A mixture of 4-chloro-2-(2,6-dichloro-4-iodophenyl)thiazolo[5,4-c]pyridine (0.20 g, 0.45 mmol), cyclopropyl boronic acid (0.051 g, 0.59 mmol), Pd(OAc)2 (0.005 g, 0.023 mmol), P(Cy)3 (tricyclohexylphosphine) (0.013 g, 0.045 mmol) and potassium phosphate tribasic (0.336 g, 1.58 mmol) in toluene (4 mL) and water (0.2 mL) was degassed with a stream of argon and then heated at 100° C. for 18 hours. After cooling to room temperature, the crude reaction mixture was filtered through Celite® washing with... Reactants: CC(CC(Cc1ccc(-c2ccccc2)cc1)NC(=O)OC(C)(C)C)C(=O)OCc1ccccc1, C1CCOC1, Cl, C1COCCO1. Yields the product CC(CC(N)Cc1ccc(-c2ccccc2)cc1)C(=O)OCc1ccccc1, Cl. Reaction SMILES: [CH2:1]([c:2]1[cH:3][cH:4][cH:5][cH:6][cH:7]1)[O:8][C:9]([CH:10]([CH2:11][CH:12]([CH2:13][c:14]1[cH:15][cH:16][c:17](-[c:20]2[cH:21][cH:22][cH:23][cH:24][cH:25]2)[cH:18][cH:19]1)[NH:26][C:27]([O:28][C:29]([CH3:30])([CH3:31])[CH3:32])=[O:33])[CH3:34])=[O:35].[CH2:37]1[O:38][CH2:39][CH2:40][CH2:41]1.[ClH:36].[O:42]1[CH2:43][CH2:44][O:45][CH2:46][CH2:47]1>>[CH2:1]([c:2]1[cH:3][cH:4][cH:5][cH:6][cH:7]1)[O:8][C:9]([CH:10]([CH2:11][CH:12]([CH2:13][c:14]1[cH:15][cH:16][c:17](-[c:20]2[cH:21][cH:22][cH:23][cH:24][cH:25]2)[cH:18][cH:19]1)[NH2:26])[CH3:34])=[O:35].[ClH:36]. Reactants: N1=CC=CC=C1 (pyridine), C(Cl)Cl (methylene chloride), CC=1CS[C@H]2N(C1C(=O)OCC(Cl)(Cl)Cl)C(C2=O)=O (2,2,2-trichloroethyl 3-methyl-7-oxo-3-cephem-4-carboxylate), Cl.CON (methoxyamine hydrochloride), 3A. Solvent: CN(C=O)C (dimethylformamide). Product: CON=C1[C@@H]2N(C(=C(CS2)C)C(=O)OCC(Cl)(Cl)Cl)C1=O (2,2,2-trichloroethyl 7-methoxyimino-3-methyl-3-cephem-4-carboxylate), oil. Reaction SMILES: [CH3:1][C:2]1[CH2:3][S:4][C@@H:5]2[C:17](=O)[C:16](=[O:19])[N:6]2[C:7]=1[C:8]([O:10][CH2:11][C:12]([Cl:15])([Cl:14])[Cl:13])=[O:9].Cl.[CH3:21][O:22][NH2:23].N1C=CC=CC=1.C(Cl)Cl>CN(C)C=O>[CH3:21][O:22][N:23]=[C:17]1[C:16](=[O:19])[N:6]2[C:7]([C:8]([O:10][CH2:11][C:12]([Cl:15])([Cl:14])[Cl:13])=[O:9])=[C:2]([CH3:1])[CH2:3][S:4][C@H:5]12 |f:1.2|. Procedure details: In dimethylformamide (20 ml) are dissolved 2,2,2-trichloroethyl 3-methyl-7-oxo-3-cephem-4-carboxylate (3.63 g) and methoxyamine hydrochloride (2.63 g), followed by addition of pyridine (0.83 g) and methylene chloride (70 ml). The mixture is refluxed in a Dean-Stark trap packed with Molecular Sieve 3A for 2 hours. The reaction mixture is concentrated under reduced pressure and the residue is dissolved in ethyl acetate. This solution is washed with water, 1 N-HCl and aqueous sodium chloride in the... The reactants are [OH-].[Na+] (NaOH), aqueous solution, O.O.[Na+].OC1=CC=C(C=C1)S(=O)(=O)[O-] (4-hydroxybenzenesulfonic acid sodium salt dihydrate), O (water), C(C1=CC=CC=C1)Br (Benzyl bromide), O (water). Solvent: C(C)O (ethanol). Run at time 30 minute. Product: [Na+].C(C1=CC=CC=C1)OC1=CC=C(C=C1)S(=O)(=O)[O-] (4-benzyloxybenzenesulfonic acid sodium salt). Reaction SMILES: [OH-].[Na+:2].O.O.[Na+].[OH:6][C:7]1[CH:12]=[CH:11][C:10]([S:13]([O-:16])(=[O:15])=[O:14])=[CH:9][CH:8]=1.O.[CH2:18](Br)[C:19]1[CH:24]=[CH:23][CH:22]=[CH:21][CH:20]=1>C(O)C>[Na+:2].[CH2:18]([O:6][C:7]1[CH:12]=[CH:11][C:10]([S:13]([O-:16])(=[O:14])=[O:15])=[CH:9][CH:8]=1)[C:19]1[CH:24]=[CH:23][CH:22]=[CH:21][CH:20]=1 |f:0.1,2.3.4.5,9.10|. Procedure: Aqueous NaOH (40 mL of a 15% aqueous solution, 150 mmol) is added to 20 g (86.2 mmol) of 4-hydroxybenzenesulfonic acid sodium salt dihydrate at RT. An additional 20 mL of water is added, and the mixture is warmed slightly to dissolve the salt. Benzyl bromide (19.2 g, 112.1 mmol) in 8 mL of ethanol is then added in several portions. The mixture is heated to reflux. After 30 min, additional 20 mL of water is added, and heating is continued for 3.5 h, followed by continued stirring at RT overnight.... The reactants are C([C@@H]1[C@H]([C@@H]([C@H](C(N1)O)O)O)O)O (nojirimycin), C=O (formalin). The reagents and catalysts are [Pt] (platinum on carbon). The solvent is O (water). Product: CN1C[C@@H]([C@H]([C@@H]([C@H]1CO)O)O)O (N-methyl moranoline). Yield: 85.0%. RXN SMILES: [CH2:1]([OH:12])[C@H:2]1[NH:7][CH:6](O)[C@H:5]([OH:9])[C@@H:4]([OH:10])[C@@H:3]1[OH:11].[CH2:13]=O>O.[Pt]>[CH3:13][N:7]1[C@H:2]([CH2:1][OH:12])[C@@H:3]([OH:11])[C@H:4]([OH:10])[C@@H:5]([OH:9])[CH2:6]1. Reported procedure: 179 mg of nojirimycin is dissolved in 20 ml of water, followed by adding 1 ml of formalin, adding 100 mg of platinum on carbon catalyst and carrying out a catalytic reduction at ordinary temperature and under atmospheric pressure. The following treatments are carried out in the same manner as in Example 2 to obtain 150 mg (85%) of N-methyl moranoline. The yield is 83.3%. Solvent: C1(=CC=CC=C1)C (toluene). The product is C(C)(C)(C)OC(N[C@@H](C)C1=CC(=CC=C1)N1CCN(CC1)C(C(F)(F)F)=O)=O (t-butyl((1S)-1-{3-[4-(trifluoroacetyl)piperazin-1-yl]phenyl}ethyl)carbamate). Procedure: The mixture of 306 mg of 3-{(1S)-1-[(t-butoxycarbonyl)amino]ethyl}phenyl trifluoromethanesulfonate (synthesized according to a method disclosed in J. Med. Chem. 2004, 47, 2887-2896), 181 mg of 2,2,2-trifluoro-1-piperazin-1-yl-ethanone, 47.6 mg of tris(dibenzylideneacetone)(chloroform)dipalladium (0), 49.4 mg of 2-(di-t-butylphosphino)biphenyl, 246 mg of tripotassium phosphate, and 4 mL of toluene, was stirred overnight at 100° C. After cooling the reaction mixture back to room temperature, a sat... The reactants are FC(S(=O)(=O)OC1=CC(=CC=C1)[C@H](C)NC(=O)OC(C)(C)C)(F)F (3-{(1S)-1-[(t-butoxycarbonyl)amino]ethyl}phenyl trifluoromethanesulfonate), FC(C(=O)N1CCNCC1)(F)F (2,2,2-trifluoro-1-piperazin-1-yl-ethanone), tris(dibenzylideneacetone)(chloroform)dipalladium (0), C(C)(C)(C)P(C1=C(C=CC=C1)C1=CC=CC=C1)C(C)(C)C (2-(di-t-butylphosphino)biphenyl), P(=O)([O-])([O-])[O-].[K+].[K+].[K+] (tripotassium phosphate), C(O)([O-])=O.[Na+] (sodium hydrogen carbonate). As a reaction SMILES: FC(F)(F)S(O[C:7]1[CH:12]=[CH:11][CH:10]=[C:9]([C@@H:13]([NH:15][C:16]([O:18][C:19]([CH3:22])([CH3:21])[CH3:20])=[O:17])[CH3:14])[CH:8]=1)(=O)=O.[F:25][C:26]([F:36])([F:35])[C:27]([N:29]1[CH2:34][CH2:33][NH:32][CH2:31][CH2:30]1)=[O:28].C(P(C(C)(C)C)C1C=CC=CC=1C1C=CC=CC=1)(C)(C)C.P([O-])([O-])([O-])=O.[K+].[K+].[K+].C(=O)([O-])O.[Na+]>C1(C)C=CC=CC=1>[C:19]([O:18][C:16](=[O:17])[NH:15][C@H:13]([C:9]1[CH:10]=[CH:11][CH:12]=[C:7]([N:32]2[CH2:33][CH2:34][N:29]([C:27](=[O:28])[C:26]([F:36])([F:25])[F:35])[CH2:30][CH2:31]2)[CH:8]=1)[CH3:14])([CH3:20])([CH3:21])[CH3:22] |f:3.4.5.6,7.8|.